Dataset: the Open Reaction Database (ORD), a public repository of structured organic reaction records. Task: describe an organic reaction: reactants, conditions, products, and yield Starting materials: NOCc1ccccc1, C1CCOC1, COc1ccc(S(=O)(=O)Cl)cc1, CCN(C(C)C)C(C)C, Cl, O=S(=O)(Cl)Cl. The product is COc1ccc(S(=O)(=O)NOCc2ccccc2)cc1. As a reaction SMILES: [CH2:2]([c:3]1[cH:4][cH:5][cH:6][cH:7][cH:8]1)[O:9][NH2:10].[CH2:37]1[O:38][CH2:39][CH2:40][CH2:41]1.[CH3:11][O:12][c:13]1[cH:14][cH:15][c:16]([S:19](=[O:20])(=[O:21])[Cl:22])[cH:17][cH:18]1.[CH:23]([N:24]([CH:25]([CH3:26])[CH3:27])[CH2:28][CH3:29])([CH3:30])[CH3:31].[ClH:1].[S:32]([Cl:33])([Cl:34])(=[O:35])=[O:36]>>[CH2:2]([c:3]1[cH:4][cH:5][cH:6][cH:7][cH:8]1)[O:9][NH:10][S:19]([c:16]1[cH:15][cH:14][c:13]([O:12][CH3:11])[cH:18][cH:17]1)(=[O:20])=[O:21]. The reactants are C(C1=CC=CC=C1)(=O)O[C@@H]1C[C@@H]2CC=C3[C@]45[C@H](C[C@H]([C@@H](CCCC(C)C)C)[C@]4(CC[C@@H]3[C@]2(CC1)C)C)O5 (3β-Benzoyloxy-14 α,15α-epoxy-5α-cholest-7-ene), C(C)O (ethanol), O (water), OS(=O)(=O)O (H2SO4), ice. Solvent: CCCCCC (hexane). Reaction conditions: temperature 5 celsius. Yields the product O[C@@H]1C[C@@H]2CCC3=C4C(C[C@H]([C@@H](CCCC(C)C)C)[C@]4(CC[C@@H]3[C@]2(CC1)C)C)=O (3β-Hydroxy-5α-cholest-8(14)-ene-15-one). Reaction SMILES: C([O:9][C@H:10]1[CH2:34][CH2:33][C@@:32]2([CH3:35])[C@@H:12]([CH2:13][CH:14]=[C:15]3[C@@H:31]2[CH2:30][CH2:29][C@@:28]2([CH3:36])[C@@:16]43[O:37][C@H:17]4[CH2:18][C@@H:19]2[C@H:20]([CH3:27])[CH2:21][CH2:22][CH2:23][CH:24]([CH3:26])[CH3:25])[CH2:11]1)(=O)C1C=CC=CC=1.C(O)C.O.OS(O)(=O)=O>CCCCCC>[OH:9][C@H:10]1[CH2:34][CH2:33][C@@:32]2([CH3:35])[C@@H:12]([CH2:13][CH2:14][C:15]3[C@@H:31]2[CH2:30][CH2:29][C@@:28]2([CH3:36])[C:16]=3[C:17](=[O:37])[CH2:18][C@@H:19]2[C@H:20]([CH3:27])[CH2:21][CH2:22][CH2:23][CH:24]([CH3:26])[CH3:25])[CH2:11]1. Procedure: A mixture of 120 g (0.238 mol) of 5, 3.0 liters of 95% ethanol, and 350 mL of water in a 5 liter round bottom flask is cooled to 5° C. in an ice bath for 30 minutes. Concentrated H2SO4 (650 mL) is added to this mixture over a period of 10 minutes in 50 mL portions. Any large chunks of suspended material are broken up mechanically. The mixture is heated under reflux for 20-24 hours. The brownish reaction mixture is cooled to 20° C. using an ice bath and then poured into 7 Kg of ice in a 12 liter ... Starting materials: C(C)(C)C=1N=C(OC1CO)C1=CC=C(C=C1)C(F)(F)F ([4-Isopropyl-2-(4-trifluoromethyl-phenyl)-oxazol-5-yl]-methanol), CC(=O)OI1(C=2C=CC=CC2C(=O)O1)(OC(=O)C)OC(=O)C (Dess-Martin periodinane). Solvent: ClCCl (dichloromethane), C(O)([O-])=O.[Na+] (sodium hydrogen carbonate), ClCCl (dichloromethane). Yields the product C(C)(C)C=1N=C(OC1C=O)C1=CC=C(C=C1)C(F)(F)F (4-Isopropyl-2-(4-trifluoromethyl-phenyl)-oxazole-5-carbaldehyde). As a reaction SMILES: [CH:1]([C:4]1[N:5]=[C:6]([C:11]2[CH:16]=[CH:15][C:14]([C:17]([F:20])([F:19])[F:18])=[CH:13][CH:12]=2)[O:7][C:8]=1[CH2:9][OH:10])([CH3:3])[CH3:2].CC(OI1(OC(C)=O)(OC(C)=O)OC(=O)C2C=CC=CC1=2)=O>C(=O)([O-])O.[Na+].ClCCl>[CH:1]([C:4]1[N:5]=[C:6]([C:11]2[CH:16]=[CH:15][C:14]([C:17]([F:19])([F:20])[F:18])=[CH:13][CH:12]=2)[O:7][C:8]=1[CH:9]=[O:10])([CH3:3])[CH3:2] |f:2.3|. Procedure details: [4-Isopropyl-2-(4-trifluoromethyl-phenyl)-oxazol-5-yl]-methanol (0.46 g, 1.612 mmol), Dess-Martin periodinane (1.36 g, 3.22 mmol) and dichloromethane (25 mL) are stirred 1 hr at room temperature. The mixture is diluted with aqueous saturated sodium hydrogen carbonate (100 mL) and dichloromethane (100 mL). The layers are separated, the aqueous layer is washed with dichloromethane (100 mL). The organic washes are combined, washed with brine (50 mL), dried over anhydrous magnesium sulfate, filtered... The reactants are CC1=CC=C(C=N1)O (6-methylpyridin-3-ol), II (I2), C(=O)([O-])[O-].[Na+].[Na+] (Na2CO3). Solvent: O (water), O (water). Run at time 30 minute. Product: IC1=NC(=CC=C1O)C (2-iodo-6-methylpyridin-3-ol). Yield: 60.3%. RXN SMILES: [CH3:1][C:2]1[N:7]=[CH:6][C:5]([OH:8])=[CH:4][CH:3]=1.C([O-])([O-])=O.[Na+].[Na+].[I:15]I>O>[I:15][C:6]1[C:5]([OH:8])=[CH:4][CH:3]=[C:2]([CH3:1])[N:7]=1 |f:1.2.3|. Procedure: To a mixture of 6-methylpyridin-3-ol (235 g, 2.75 mol) and water (5.28 L) at 0° C. was added Na2CO3 (440 g, 5.5 mol) and the mixture was stirred at room temperature for 30 minutes. A solution of I2 (760 g, 3.85 mol) and KI (760 g, 5.83 mol) in water (5.28 L) was added dropwise to the reaction over a period of 1 hour. The mixture was stirred at room temperature for 3 hours and the resulting precipitate was collected by filtration to afford 2-iodo-6-methylpyridin-3-ol (390 g, 77.0%) as a yellow so... Run at time 18 hour. Product: C1(=CC=CC=C1)CC1(CCCC1)CN (1-[(Phenyl)methyl]cyclopentanemethanamine). Yield: 95.8%. Reactants: [H-].[H-].[H-].[H-].[Li+].[Al+3] (LiAlH4), C1(=CC=CC=C1)CC1(CCCC1)C#N (1-[(phenyl)methyl]cyclopentanecarbonitrile). As a reaction SMILES: [H-].[H-].[H-].[H-].[Li+].[Al+3].[C:7]1([CH2:13][C:14]2([C:19]#[N:20])[CH2:18][CH2:17][CH2:16][CH2:15]2)[CH:12]=[CH:11][CH:10]=[CH:9][CH:8]=1>CCOCC>[C:7]1([CH2:13][C:14]2([CH2:19][NH2:20])[CH2:18][CH2:17][CH2:16][CH2:15]2)[CH:12]=[CH:11][CH:10]=[CH:9][CH:8]=1 |f:0.1.2.3.4.5|. The solvent is CCOCC (ether). Reported procedure: To a suspension of 68.8 g (1.81 mole) of LiAlH4 in 1350 ml anhydrous ether, under an atmosphere of nitrogen, there are poured dropwise during 1.5 hour, while keeping the temperature of the reaction mixture between 10° and 20° C., 279.9 g (1.51 mole) of 1-[(phenyl)methyl]cyclopentanecarbonitrile (prepared according to Campaigne E. and Forsh R. A., J. Org. Chem. (1978) 43, 1044-50). After stirring at room temperature during 18 hours, the excess of hydride is destroyed by adding 344 ml water. The o...